describe an organic reaction: reactants, conditions, products, and yield From a dataset of the Open Reaction Database (ORD), a public repository of structured organic reaction records. The reactants are S1C=CC2=C1SCCC2=O (5,6-dihydrothieno[2,3-b]thiopyran-4-one), C=O (paraformaldehyde), Cl.CNC (dimethylamine-hydrochloride). The solvent is C(C)(=O)O (acetic acid). Run at temperature 100 celsius, time 1 hour. Product: Cl.CN(C)CC1C(C2=C(SC1)SC=C2)=O (5,6-dihydro-5-dimethylaminomethylthieno[2,3-b]thiopyran-4-one hydrochloride). The yield is 83.5%. As a reaction SMILES: [S:1]1[C:5]2[S:6][CH2:7][CH2:8][C:9](=[O:10])[C:4]=2[CH:3]=[CH:2]1.[CH2:11]=O.[ClH:13].[CH3:14][NH:15][CH3:16]>C(O)(=O)C>[ClH:13].[CH3:14][N:15]([CH2:11][CH:8]1[CH2:7][S:6][C:5]2[S:1][CH:2]=[CH:3][C:4]=2[C:9]1=[O:10])[CH3:16] |f:2.3,5.6|. Procedure details: A mixture of 5,6-dihydrothieno[2,3-b]thiopyran-4-one (12.5 g, 0.074 mol), paraformaldehyde (7.5 g, 0.25 mol), dimethylamine-hydrochloride (40 g, 0.49 mol) and acetic acid (2 ml) was heated with stirring at 100° C. for 1 hour. After allowing to cool to room temperature, the solid was triturated with ethanol and the solid was collected on a filter to yield 16.3 g (83%) of the title compound. An analytical sample was prepared by crystallization from 95% ethanol and filtration through a pad of norit... Reaction SMILES: [C:1]([O:5][C:6]([N:8]1[CH2:12][CH2:11][C@H:10]([O:13][C:14]2[CH:19]=[CH:18][C:17]([CH2:20][CH2:21][C:22]3[NH:23][C:24]4[C:29]([CH:30]=3)=[CH:28][CH:27]=[C:26]([C:31]#[N:32])[CH:25]=4)=[CH:16][CH:15]=2)[CH2:9]1)=[O:7])([CH3:4])([CH3:3])[CH3:2].[H-].[Na+].Br[CH2:36][C:37]([O:39][CH2:40][CH3:41])=[O:38].[Cl-].[NH4+]>CN(C)C=O>[C:1]([O:5][C:6]([N:8]1[CH2:12][CH2:11][C@H:10]([O:13][C:14]2[CH:15]=[CH:16][C:17]([CH2:20][CH2:21][C:22]3[N:23]([CH2:36][C:37]([O:39][CH2:40][CH3:41])=[O:38])[C:24]4[C:29]([CH:30]=3)=[CH:28][CH:27]=[C:26]([C:31]#[N:32])[CH:25]=4)=[CH:18][CH:19]=2)[CH2:9]1)=[O:7])([CH3:4])([CH3:2])[CH3:3] |f:1.2,4.5|. Product: C(C)(C)(C)OC(=O)N1C[C@H](CC1)OC1=CC=C(C=C1)CCC=1N(C2=CC(=CC=C2C1)C#N)CC(=O)OCC (ethyl 2-[2-[4-[((3S)-1-tert-butoxycarbonyl-3-pyrrolidinyl)oxy]phenyl]ethyl]-6-cyano-1-indoleacetate). Procedure: 2.4 g of 2-[2-[4-[((3S)-1-tert-butoxycarbonyl-3-pyrrolidinyl)oxy]phenyl]ethyl]-6-indolecarbonitrile was dissolved in 50 ml of N,N-dimethylformamide. 300 mg of 60% sodium hydride was added to the thus prepared solution during stirring under ice cooling, and the resulting mixture was warmed up to room temperature and stirred at the same temperature for 20 minutes. 0.76 ml of ethyl bromoacetate was added to the above mixture during stirring under ice cooling, followed by stirring for 1 hour. The re... Reactants: [Cl-].[NH4+] (ammonium chloride), C(C)(C)(C)OC(=O)N1C[C@H](CC1)OC1=CC=C(C=C1)CCC=1NC2=CC(=CC=C2C1)C#N (2-[2-[4-[((3S)-1-tert-butoxycarbonyl-3-pyrrolidinyl)oxy]phenyl]ethyl]-6-indolecarbonitrile), BrCC(=O)OCC (ethyl bromoacetate), [H-].[Na+] (sodium hydride). Solvent: CN(C=O)C (N,N-dimethylformamide). The reactants are O=P12OP3(=O)OP(=O)(O1)OP(=O)(O2)O3 (P2O5), ClC=1C=C(C=CC1F)C(C(=O)C(C(=O)OCC)C(=O)OCC)(C)C (Diethyl 2-(2-(3-chloro-4-fluorophenyl)-2-methylpropanoyl)malonate). Run in C(C)OCC (diethyl ether), OS(=O)(=O)O (H2SO4). Reaction conditions: temperature 0 celsius, time 1 hour. Product: ClC1=C(C=C2C(=C(C(C(C2=C1)(C)C)=O)C(=O)OCC)O)F (Ethyl 7-chloro-6-fluoro-4-hydroxy-1,1-dimethyl-2-oxo-naphthalene-3-carboxylate). RXN SMILES: O=P12OP3(OP(OP(O3)(O1)=O)(=O)O2)=O.[Cl:15][C:16]1[CH:17]=[C:18]([C:23]([CH3:38])([CH3:37])[C:24]([CH:26]([C:32]([O:34]CC)=O)[C:27]([O:29][CH2:30][CH3:31])=[O:28])=[O:25])[CH:19]=[CH:20][C:21]=1[F:22]>OS(O)(=O)=O.C(OCC)C>[Cl:15][C:16]1[CH:17]=[C:18]2[C:19]([C:32]([OH:34])=[C:26]([C:27]([O:29][CH2:30][CH3:31])=[O:28])[C:24](=[O:25])[C:23]2([CH3:38])[CH3:37])=[CH:20][C:21]=1[F:22]. Procedure details: P2O5 (1.43 g, 10.1 mmol) was suspended in H2SO4 (5.38 mL) and cooled to 0° C. Diethyl 2-(2-(3-chloro-4-fluorophenyl)-2-methylpropanoyl)malonate (3.62 g, 10.1 mmol) was added, and the reaction was stirred at 0° C. for 1 hour. The reaction mixture was poured into ice, diluted with 150 mL of diethyl ether, added to a separatory funnel, partitioned with water, washed with water (2×75 mL), separated, dried over Na2SO4, and concentrated in vacuo to the title compound (1.46 g) as a white amorphous soli... Reactants: C, CCCc1cc(C(OCc2ccccc2)(C(F)(F)F)C(F)(F)F)ncc1N1CCN(C(=O)CN2C(=O)NC(C)(c3ccc4c(c3)CCO4)C2=O)CC1, CO, [Pd]. Yields the product CCCc1cc(C(O)(C(F)(F)F)C(F)(F)F)ncc1N1CCN(C(=O)CN2C(=O)NC(C)(c3ccc4c(c3)CCO4)C2=O)CC1. As a reaction SMILES: [C:55].[CH2:1]([c:2]1[cH:3][cH:4][cH:5][cH:6][cH:7]1)[O:8][C:9]([C:10]([F:11])([F:12])[F:13])([C:14]([F:15])([F:16])[F:17])[c:18]1[cH:19][c:20]([CH2:50][CH2:51][CH3:52])[c:21]([N:24]2[CH2:25][CH2:26][N:27]([C:30]([CH2:31][N:32]3[C:33](=[O:48])[NH:34][C:35]([CH3:38])([c:39]4[cH:40][cH:41][c:42]5[c:43]([cH:47]4)[CH2:44][CH2:45][O:46]5)[C:36]3=[O:37])=[O:49])[CH2:28][CH2:29]2)[cH:22][n:23]1.[CH3:53][OH:54].[Pd:56]>>[OH:8][C:9]([C:10]([F:11])([F:12])[F:13])([C:14]([F:15])([F:16])[F:17])[c:18]1[cH:19][c:20]([CH2:50][CH2:51][CH3:52])[c:21]([N:24]2[CH2:25][CH2:26][N:27]([C:30]([CH2:31][N:32]3[C:33](=[O:48])[NH:34][C:35]([CH3:38])([c:39]4[cH:40][cH:41][c:42]5[c:43]([cH:47]4)[CH2:44][CH2:45][O:46]5)[C:36]3=[O:37])=[O:49])[CH2:28][CH2:29]2)[cH:22][n:23]1. Reactants: Br.N1(C=NC=C1)C(=O)CC(=O)O (2-(1-imidazoyl)acetic acid hydrogen bromide), C1(CCCCC1)CCC[C@H](C(NOC1OCCCC1)=O)[C@H](C(=O)NNCC(C)C)CC(C)C (2(R)-[4-Cyclohexyl-1(S)-[(tetrahydro-2(RS)-pyranyloxy)carbamoyl]butyl]-2′-isobutyl-4-methylvalerohydrazide), C(C)N1CCOCC1 (N-ethylmorpholine), Cl.C(C)N=C=NCCCN(C)C (1-ethyl-3-(3-dimethylaminopropyl)carbodiimide hydrochloride). Run in CN(C=O)C (dimethylformamide), C(C)(=O)OCC (ethyl acetate). Reaction conditions: time 8 hour. The product is C1(CCCCC1)CCC[C@H](C(NOC1OCCCC1)=O)[C@H](C(=O)NN(C(CC(=O)N1C=NC=C1)=O)CC(C)C)CC(C)C (2(R)-[4-cyclohexyl-1(S)-[(tetrahydro-2(RS)-pyranyloxy)carbamoyl]butyl]-2′-isobutyl-4-methyl-2′-[2-(1-imidazoyl)acetyl]valerohydrazide). Isolated yield 35.3%. Reaction SMILES: Br.[N:2]1([C:7]([CH2:9][C:10]([OH:12])=O)=[O:8])[CH:6]=[CH:5][N:4]=[CH:3]1.[CH:13]1([CH2:19][CH2:20][CH2:21][C@@H:22]([C@@H:33]([CH2:42][CH:43]([CH3:45])[CH3:44])[C:34]([NH:36][NH:37][CH2:38][CH:39]([CH3:41])[CH3:40])=[O:35])[C:23](=[O:32])[NH:24][O:25][CH:26]2[CH2:31][CH2:30][CH2:29][CH2:28][O:27]2)[CH2:18][CH2:17][CH2:16][CH2:15][CH2:14]1.C(N1CCOCC1)C.Cl.C(N=C=NCCCN(C)C)C>CN(C)C=O.C(OCC)(=O)C>[CH:13]1([CH2:19][CH2:20][CH2:21][C@@H:22]([C@@H:33]([CH2:42][CH:43]([CH3:45])[CH3:44])[C:34]([NH:36][N:37]([CH2:38][CH:39]([CH3:41])[CH3:40])[C:10](=[O:12])[CH2:9][C:7]([N:2]2[CH:6]=[CH:5][N:4]=[CH:3]2)=[O:8])=[O:35])[C:23](=[O:32])[NH:24][O:25][CH:26]2[CH2:31][CH2:30][CH2:29][CH2:28][O:27]2)[CH2:14][CH2:15][CH2:16][CH2:17][CH2:18]1 |f:0.1,4.5|. Reported procedure: A solution of 0.429 g of 2-(1-imidazoyl)acetic acid hydrogen bromide and 0.467 g of 2(R)-[4-Cyclohexyl-1(S)-[(tetrahydro-2(RS)-pyranyloxy)carbamoyl]butyl]-2′-isobutyl-4-methylvalerohydrazide in 5 ml of dimethylformamide was treated with 0.230 g of N-ethylmorpholine and 0.422 g of 1-ethyl-3-(3-dimethylaminopropyl)carbodiimide hydrochloride and the mixture stirred overnight at room temperature. Evaporation gave a residue which was dissolved in ethyl acetate and washed with water and saturated aque... Reactants: C(C1=CC=CC=C1)OCC=1OC=NN1 (2-Benzyloxymethyl-1,3,4-oxadiazole), CCOCC (Et2O), 68.1, [Li]CCCC (n-BuLi), [Mg+2].[Br-].[Br-] (MgBr2). Yields the product O(C1=CC=CC=C1)CCCCCCC(=O)C=1OC(=NN1)COCC1=CC=CC=C1 (7-(Phenoxy)-1-(5-benzyloxymethyl-1,3,4-oxadiazol-2-yl)-heptan-1-one). As a reaction SMILES: [CH2:1]([O:8][CH2:9][C:10]1[O:11][CH:12]=[N:13][N:14]=1)[C:2]1[CH:7]=[CH:6][CH:5]=[CH:4][CH:3]=1.[Li][CH2:16][CH2:17][CH2:18][CH3:19].[Mg+2].[Br-].[Br-].[CH3:23][CH2:24][O:25][CH2:26][CH3:27]>>[O:25]([CH2:26][CH2:27][CH2:5][CH2:4][CH2:3][CH2:2][C:1]([C:12]1[O:11][C:10]([CH2:9][O:8][CH2:1][C:2]2[CH:3]=[CH:4][CH:5]=[CH:6][CH:7]=2)=[N:14][N:13]=1)=[O:8])[C:24]1[CH:19]=[CH:18][CH:17]=[CH:16][CH:23]=1 |f:2.3.4|. Procedure details: The title compound was synthesized analogously to 73.2 (see experimental below), using 72 (190 mg, 1 mmol), n-BuLi (2.5 M solution in hexane, 0.4 mL, 1 mmol), MgBr2.Et2O (284 mg, 1.1 mmol) and 68.1 (132 mg, 0.5 mmol). The crude obtained after workup was chromatographed over a column of silica gel, eluting with 30% ethyl acetate-petroleum ether to give 73.1 as a white solid (m p 61-63° C.) in 53% yield (104 mg). Reactants: C(O[C@@H](C(N1CCC(CC1)N1CCCCC1)=O)CC1=CC2=CN(N=C2C(=C1)C)COCC[Si](C)(C)C)(OC1=CC=C(C=C1)[N+](=O)[O-])=O ((R)-3-(7-methyl-2-((2-(trimethylsilyl)ethoxy)methyl)-2H-indazol-5-yl)-1-oxo-1-(4-(piperidin-1-yl)piperidin-1-yl)propan-2-yl 4-nitrophenyl carbonate), OC1(CCNCC1)C=1C(NC2=CC=CC=C2C1)=O (3-(4-hydroxypiperidin-4-yl)quinolin-2(1H)-one), C(C)(C)N(CC)C(C)C (diisopropylethylamine). The solvent is CN(C=O)C (dimethylformamide). Conditions: time 8 hour. Product: OC1(CCN(CC1)C(=O)O[C@@H](C(N1CCC(CC1)N1CCCCC1)=O)CC1=CC2=CN(N=C2C(=C1)C)COCC[Si](C)(C)C)C=1C(NC2=CC=CC=C2C1)=O ((R)-3-(7-Methyl-2-((2-(trimethylsilyl)ethoxy)methyl)-2H-indazol-5-yl)-1-oxo-1-(4-(piperidin-1-yl)piperidin-1-yl)propan-2-yl 4-hydroxy-4-(2-oxo-1,2-dihydroquinolin-3-yl)piperidine-1-carboxylate). As a reaction SMILES: [C:1](=[O:47])(OC1C=CC([N+]([O-])=O)=CC=1)[O:2][C@H:3]([CH2:18][C:19]1[CH:27]=[C:26]([CH3:28])[C:25]2[C:21](=[CH:22][N:23]([CH2:29][O:30][CH2:31][CH2:32][Si:33]([CH3:36])([CH3:35])[CH3:34])[N:24]=2)[CH:20]=1)[C:4](=[O:17])[N:5]1[CH2:10][CH2:9][CH:8]([N:11]2[CH2:16][CH2:15][CH2:14][CH2:13][CH2:12]2)[CH2:7][CH2:6]1.[OH:48][C:49]1([C:55]2[C:56](=[O:65])[NH:57][C:58]3[C:63]([CH:64]=2)=[CH:62][CH:61]=[CH:60][CH:59]=3)[CH2:54][CH2:53][NH:52][CH2:51][CH2:50]1.C(N(C(C)C)CC)(C)C>CN(C)C=O>[OH:48][C:49]1([C:55]2[C:56](=[O:65])[NH:57][C:58]3[C:63]([CH:64]=2)=[CH:62][CH:61]=[CH:60][CH:59]=3)[CH2:54][CH2:53][N:52]([C:1]([O:2][C@H:3]([CH2:18][C:19]2[CH:27]=[C:26]([CH3:28])[C:25]3[C:21](=[CH:22][N:23]([CH2:29][O:30][CH2:31][CH2:32][Si:33]([CH3:36])([CH3:34])[CH3:35])[N:24]=3)[CH:20]=2)[C:4](=[O:17])[N:5]2[CH2:6][CH2:7][CH:8]([N:11]3[CH2:16][CH2:15][CH2:14][CH2:13][CH2:12]3)[CH2:9][CH2:10]2)=[O:47])[CH2:51][CH2:50]1. Procedure details: To a solution of (R)-3-(7-methyl-2-((2-(trimethylsilyl)ethoxy)methyl)-2H-indazol-5-yl)-1-oxo-1-(4-(piperidin-1-yl)piperidin-1-yl)propan-2-yl 4-nitrophenyl carbonate (150 mg, 0.23 mmol) and 3-(4-hydroxypiperidin-4-yl)quinolin-2(1H)-one (55 mg, 1.0 equiv) in dimethylformamide (1 mL) was added diisopropylethylamine (79 μL, 0.45 mmol). The reaction was stirred at room temperature overnight. The reaction was concentrated and purified by column chromatography (3:97:1 methanol/dichloromethane/triethyla...